This data is from the Open Reaction Database (ORD), a public repository of structured organic reaction records. The task is: describe an organic reaction: reactants, conditions, products, and yield The reactants are Nc1ccc(Cl)cc1F, O=[N+]([O-])O, O=S(=O)(O)O. Product: Nc1cc([N+](=O)[O-])c(Cl)cc1F. RXN SMILES: [Cl:1][c:2]1[cH:3][c:4]([F:9])[c:5]([NH2:6])[cH:7][cH:8]1.[OH:10][N+:11]([O-:12])=[O:13].[S:14](=[O:15])(=[O:16])([OH:17])[OH:18]>>[Cl:1][c:2]1[cH:3][c:4]([F:9])[c:5]([NH2:6])[cH:7][c:8]1[N+:11](=[O:10])[O-:12].